This data is from the Open Reaction Database (ORD), a public repository of structured organic reaction records. The task is: describe an organic reaction: reactants, conditions, products, and yield Starting materials: NC1CCN(CC1)CCN1C(C=CC2=NC=C(C=C12)F)=O (1-(2-(4-aminopiperidin-1-yl)ethyl)-7-fluoro-1,5-naphthyridin-2(1H)-one), O1CCOC2=NC=C(C=C21)C=O (2,3-dihydro(1,4)dioxino(2,3-b)pyridine-7-carbaldehyde), C(O)([O-])=O.[Na+] (sodium hydrogen carbonate), C(C)(=O)O[BH-](OC(C)=O)OC(C)=O.[Na+] (sodium triacetoxyborohydride). Solvent: C(Cl)(Cl)Cl (chloroform), C(C)(=O)O (acetic acid). Reaction conditions: time 14 hour. Yields the product O1CCOC2=NC=C(C=C21)CNC2CCN(CC2)CCN2C(C=CC1=NC=C(C=C21)F)=O (1-(2-(4-((2,3-dihydro(1,4)dioxino(2,3-b)pyridin-7-ylmethyl)amino)piperidin-1-yl)ethyl)-7-fluoro-1,5-naphthyridin-2(1H)-one). Isolated yield 57.9%. As a reaction SMILES: [NH2:1][CH:2]1[CH2:7][CH2:6][N:5]([CH2:8][CH2:9][N:10]2[C:19]3[C:14](=[N:15][CH:16]=[C:17]([F:20])[CH:18]=3)[CH:13]=[CH:12][C:11]2=[O:21])[CH2:4][CH2:3]1.[O:22]1[C:31]2[C:26](=[N:27][CH:28]=[C:29]([CH:32]=O)[CH:30]=2)[O:25][CH2:24][CH2:23]1.C(O[BH-](OC(=O)C)OC(=O)C)(=O)C.[Na+].C(=O)([O-])O.[Na+]>C(Cl)(Cl)Cl.C(O)(=O)C>[O:22]1[C:31]2[C:26](=[N:27][CH:28]=[C:29]([CH2:32][NH:1][CH:2]3[CH2:3][CH2:4][N:5]([CH2:8][CH2:9][N:10]4[C:19]5[C:14](=[N:15][CH:16]=[C:17]([F:20])[CH:18]=5)[CH:13]=[CH:12][C:11]4=[O:21])[CH2:6][CH2:7]3)[CH:30]=2)[O:25][CH2:24][CH2:23]1 |f:2.3,4.5|. Procedure details: To a solution 211 mg of 1-(2-(4-aminopiperidin-1-yl)ethyl)-7-fluoro-1,5-naphthyridin-2(1H)-one and 120 mg of 2,3-dihydro(1,4)dioxino(2,3-b)pyridine-7-carbaldehyde in 22 mL of chloroform, 88 mg of acetic acid was added, and the mixture was stirred at room temperature for 14 hours. To the reaction mixture, 232 mg of sodium triacetoxyborohydride was added, and the mixture was stirred for 2 hours. Thereto was added a saturated aqueous sodium hydrogen carbonate solution, and the organic layer was sep... The reactants are NC1=NC(=NN1)SC (5-amino-3-methylthio-1H-1,2,4-triazole), C(C)(=O)O (acetic acid), O=C1C(CSCC1)C(=O)OCC (ethyl 4-oxo-3,4,5,6-tetrahydro-2H-thiopyrane-3-carboxylate). Conditions: time 60 minute. Yields the product CSC=1NN2C(=NC3=C(C2)CSCC3=O)N1 (2-methylthio-5,6,8,9-tetrahydrothiopyrano[4,3-d]-1,2,4-triazolo[1,5-a]pyrimidine-5(10H)-one). Isolated yield 63.0%. Reaction SMILES: [NH2:1][C:2]1[NH:6][N:5]=[C:4]([S:7][CH3:8])[N:3]=1.O=[C:10]1[CH2:15][CH2:14][S:13][CH2:12][CH:11]1[C:16](OCC)=O.C(O)(=[O:23])C>>[CH3:8][S:7][C:4]1[NH:5][N:6]2[CH2:16][C:11]3[CH2:12][S:13][CH2:14][C:15](=[O:23])[C:10]=3[N:1]=[C:2]2[N:3]=1. Reported procedure: 1.30 g (0.01 mole) of 5-amino-3-methylthio-1H-1,2,4-triazole are dissolved in 6 ml of acetic acid, then 1.88 g (0.01 mole) of ethyl 4-oxo-3,4,5,6-tetrahydro-2H-thiopyrane-3-carboxylate are added and the reaction mixture is boiled for 60 minutes. The precipitated product is filtered off from the hot solution and washed with i-propanol. The 1.6 g (63%) of 2-methylthio-5,6,8,9-tetrahydrothiopyrano[4,3-d]-1,2,4-triazolo[1,5-a]pyrimidine-5(10H)-one thus obtained are dissolved in 12 ml of hot 10% sodi...